From a dataset of the Open Reaction Database (ORD), a public repository of structured organic reaction records. describe an organic reaction: reactants, conditions, products, and yield Reactants: OC1=CC=C(C(=O)OCC)C=C1 (ethyl 4-hydroxybenzoate). The reagents and catalysts are [Pd] (palladium on activated carbon). Run in C1(=CC=CC=C1)C (toluene). Conditions: temperature 50 celsius, time 1 hour. The product is C1(CCC(CC1)=O)C(=O)OCC (ethyl cyclohexan-4-onecarboxylate). Yield: 96.9%. As a reaction SMILES: [OH:1][C:2]1[CH:12]=[CH:11][C:5]([C:6]([O:8][CH2:9][CH3:10])=[O:7])=[CH:4][CH:3]=1>C1(C)C=CC=CC=1.[Pd]>[CH:5]1([C:6]([O:8][CH2:9][CH3:10])=[O:7])[CH2:4][CH2:3][C:2](=[O:1])[CH2:12][CH2:11]1. Reported procedure: A solution of 50 g of ethyl 4-hydroxybenzoate in 500 ml of toluene is hydrogenated at 2.5 bar and 110° C. in the presence of palladium on activated carbon. The reaction mixture is filtered and freed from water by azeotropic distillation. It is then treated with 10 g of pyridine sulfone and stirred at 50° C. for 1 hour. After filtration with basic alumina and removal of the solvent, 49.6 g (97% yield) of ethyl cyclohexan-4-onecarboxylate having a purity of 94.1% (GC) remain. Starting materials: C(C)(=O)NC1=CC(=NC(N1OC(C)=O)=N)OS(=O)(=O)C1=CC=C(C=C1)C (6-acetamido-1-acetoxy-1,2-dihydro-2-imino-4-(4-toluenesulfonyloxy)pyrimidine), N1CCCCC1 (piperidine). Solvent: C(C)#N (acetonitrile). Run at time 3 hour. Yields the product C(C)(=O)NC1=CC(=NC(N1OC(C)=O)=N)N1CCCCC1 (6-acetamido-1-acetoxy-1,2-dihydro-2-imino-4-piperidinopyrimidine). Reaction SMILES: [C:1]([NH:4][C:5]1[N:10]([O:11][C:12](=[O:14])[CH3:13])[C:9](=[NH:15])[N:8]=[C:7](OS(C2C=CC(C)=CC=2)(=O)=O)[CH:6]=1)(=[O:3])[CH3:2].[NH:27]1[CH2:32][CH2:31][CH2:30][CH2:29][CH2:28]1>C(#N)C>[C:1]([NH:4][C:5]1[N:10]([O:11][C:12](=[O:14])[CH3:13])[C:9](=[NH:15])[N:8]=[C:7]([N:27]2[CH2:32][CH2:31][CH2:30][CH2:29][CH2:28]2)[CH:6]=1)(=[O:3])[CH3:2]. Procedure: A mixture containing 0.5 g (0.0013 mole) of 6-acetamido-1-acetoxy-1,2-dihydro-2-imino-4-(4-toluenesulfonyloxy)pyrimidine in 20 ml of acetonitrile and 0.5 ml of piperidine is stirred at room temperature for 3 hours, then evaporated under reduced pressure. After adding 30 ml of ether to the residue, the crystalline precipitate is filtered, washed with ether and then with water, finally dried to give the aimed product in a yield of 0.24 g (64%), m.p.: 217°-218° C. (with decomposition). Reactants: N1C=C(C2=CC=CC=C12)CCC(=O)N1CC2C(C2C1)(C)C=1C=C(C=CC1)NS(=O)(=O)C (N-(3-{3-[3-(IH-indol-3-yl)propanoyl]-6-methyl-3-azabicyclo[3.1.0]hex-6-yl}phenyl)methanesulfonamide), [H-].[Al+3].[Li+].[H-].[H-].[H-] (lithium aluminium hydride), O (water), C(O)([O-])=O.[Na+] (sodium hydrogen carbonate). The solvent is O1CCCC1 (tetrahydrofuran), C(C)(=O)OCC (ethyl acetate). Reaction conditions: time 20 hour. Yields the product N1C=C(C2=CC=CC=C12)CCCN1CC2C(C2C1)(C)C=1C=C(C=CC1)NS(=O)(=O)C (N-(3-{3-[3-(1H-Indol-3-yl)propyl]-6-methyl-3-azabicyclo[3.1.0]hex-6-yl}phenyl)methanesulfonamide). The yield is 47.9%. Reaction SMILES: [NH:1]1[C:9]2[C:4](=[CH:5][CH:6]=[CH:7][CH:8]=2)[C:3]([CH2:10][CH2:11][C:12]([N:14]2[CH2:19][CH:18]3[CH:16]([C:17]3([C:21]3[CH:22]=[C:23]([NH:27][S:28]([CH3:31])(=[O:30])=[O:29])[CH:24]=[CH:25][CH:26]=3)[CH3:20])[CH2:15]2)=O)=[CH:2]1.[H-].[Al+3].[Li+].[H-].[H-].[H-].O.C(=O)([O-])O.[Na+]>O1CCCC1.C(OCC)(=O)C>[NH:1]1[C:9]2[C:4](=[CH:5][CH:6]=[CH:7][CH:8]=2)[C:3]([CH2:10][CH2:11][CH2:12][N:14]2[CH2:15][CH:16]3[CH:18]([C:17]3([C:21]3[CH:22]=[C:23]([NH:27][S:28]([CH3:31])(=[O:29])=[O:30])[CH:24]=[CH:25][CH:26]=3)[CH3:20])[CH2:19]2)=[CH:2]1 |f:1.2.3.4.5.6,8.9|. Reported procedure: To a solution of N-(3-{3-[3-(IH-indol-3-yl)propanoyl]-6-methyl-3-azabicyclo[3.1.0]hex-6-yl}phenyl)methanesulfonamide (Preparation 123, 135 mg, 0.34 mmol) in anhydrous tetrahydrofuran (2.5 ml) under a nitrogen atmosphere at 0° C. was added dropwise lithium aluminium hydride (1.0M solution in tetrahydrofuran, 0.68 ml, 0.68 mmol) and the mixture was stirred at room temperature for 20 h. The rapidly stirred reaction mixture was treated sequentially with water (0.68 ml), sodium hydrogen carbonate (40... Reactants: C(C)(C)(C)C(=CC1=CC=CC=C1)[Li] (t-butyl styryl lithium). RXN SMILES: [C:1]([C:5]([Li])=[CH:6][C:7]1[CH:12]=[CH:11][CH:10]=[CH:9][CH:8]=1)([CH3:4])([CH3:3])[CH3:2]>CO>[C:1]([CH:5]=[CH:6][C:7]1[CH:8]=[CH:9][CH:10]=[CH:11][CH:12]=1)([CH3:4])([CH3:2])[CH3:3]. Yields the product C(C)(C)(C)C=CC1=CC=CC=C1 (t-butyl styrene). Procedure: To a dry, two-necked, 1-liter, round-bottomed flask were added 500 ml of dry cyclohexane under an inert argon atmosphere. The cyclohexane was then titrated for proton donating impurities, e.g., water, alcohol, etc., by the addition of 5×10-5 moles of 1,1-diphenylethylene. Sec-butyl lithium initiator (1.4M in hexane) was slowly added dropwise until a permanent faint yellow color became evident and this solution was stirred for one hour. The solution was then back-titrated with cyclohexane contain... Run in CO (methanol). Yield: 95.0%. Reactants: C, CCN(CC)CCCC(=O)OCc1ccccc1, CCO, [Pd]. The product is CCN(CC)CCCC(=O)O. Reaction SMILES: [C:19].[CH2:1]([CH3:2])[N:3]([CH2:4][CH3:5])[CH2:6][CH2:7][CH2:8][C:9](=[O:10])[O:11][CH2:12][c:13]1[cH:14][cH:15][cH:16][cH:17][cH:18]1.[CH3:21][CH2:22][OH:23].[Pd:20]>>[CH2:1]([CH3:2])[N:3]([CH2:4][CH3:5])[CH2:6][CH2:7][CH2:8][C:9](=[O:10])[OH:11].